Dataset: the Open Reaction Database (ORD), a public repository of structured organic reaction records. Task: describe an organic reaction: reactants, conditions, products, and yield Starting materials: C(C)OCC (diethyl ether), FC1=C(N)C=CC(=C1)I (2-fluoro-4-iodoaniline), C1(CC(=O)OC(OC(C)(CC)CC)O1)=O (diethylethoxymethylene malonate), material, ClC1=CC=C(CN)C=C1 (4-chlorobenzylamine). Run in hexanes. Conditions: temperature 130 celsius. Yields the product ClC1=CC=C(C=C1)CNC(=O)C=1C=NC2=C(C=C(C=C2C1O)I)F (N-[(4-Chlorophenyl)methyl]-8-fluoro-4-hydroxy-6-iodo-3-quinolinecarboxamide). RXN SMILES: [F:1][C:2]1[CH:8]=[C:7]([I:9])[CH:6]=[CH:5][C:3]=1[NH2:4].[C:10]1(=[O:24])OC(OC(CC)(CC)C)[O:14][C:12](=O)[CH2:11]1.[Cl:25][C:26]1[CH:33]=[CH:32][C:29]([CH2:30][NH2:31])=[CH:28][CH:27]=1.[CH2:34](OCC)C>>[Cl:25][C:26]1[CH:33]=[CH:32][C:29]([CH2:30][NH:31][C:10]([C:11]2[CH:34]=[N:4][C:3]3[C:5]([C:12]=2[OH:14])=[CH:6][C:7]([I:9])=[CH:8][C:2]=3[F:1])=[O:24])=[CH:28][CH:27]=1. Procedure: A mixture of 11.85 g of 2-fluoro-4-iodoaniline and 10.81 g of diethylethoxymethylene malonate is heated to 130° C. in a flask equipped with a Dean-Stark trap to collect formed ethanol. The mixture is then cooled to 75° C. and diluted with hexanes. The resulting solid is collected and dried. The solid is then dissolved in 60 mL diphenyl ether and heated to 250° C. for 3 h in a flask equipped with a Dean-Stark trap to collect the ethanol. The solution is allowed to cool to room temperature and the... Starting materials: C1CCOC1, CCO, CCOC(=O)C1=Cc2cc(C(F)(F)C(F)(F)F)ccc2OC1C(F)(F)F, [Na+], [OH-], O. Product: O=C(O)C1=Cc2cc(C(F)(F)C(F)(F)F)ccc2OC1C(F)(F)F. As a reaction SMILES: [CH2:29]1[O:30][CH2:31][CH2:32][CH2:33]1.[CH3:34][CH2:35][OH:36].[F:1][C:2]([C:3]([F:4])([F:5])[F:6])([c:7]1[cH:8][cH:9][c:10]2[c:11]([cH:25]1)[CH:12]=[C:13]([C:20](=[O:21])[O:22][CH2:23][CH3:24])[CH:14]([C:16]([F:17])([F:18])[F:19])[O:15]2)[F:26].[Na+:28].[OH-:27].[OH2:37]>>[F:1][C:2]([C:3]([F:4])([F:5])[F:6])([c:7]1[cH:8][cH:9][c:10]2[c:11]([cH:25]1)[CH:12]=[C:13]([C:20](=[O:21])[OH:22])[CH:14]([C:16]([F:17])([F:18])[F:19])[O:15]2)[F:26]. The reactants are B, CC(C)(C)OC(=O)N1CCC(c2ccc(C#N)cc2)C(OCc2ccc3ccccc3c2)C1, C1CCOC1, C1CCOC1. Yields the product CC(C)(C)OC(=O)N1CCC(c2ccc(CN)cc2)C(OCc2ccc3ccccc3c2)C1. As a reaction SMILES: [BH3:39].[C:1](#[N:2])[c:3]1[cH:4][cH:5][c:6]([CH:9]2[CH:10]([O:22][CH2:23][c:24]3[cH:25][c:26]4[cH:27][cH:28][cH:29][cH:30][c:31]4[cH:32][cH:33]3)[CH2:11][N:12]([C:15](=[O:16])[O:17][C:18]([CH3:19])([CH3:20])[CH3:21])[CH2:13][CH2:14]2)[cH:7][cH:8]1.[O:34]1[CH2:35][CH2:36][CH2:37][CH2:38]1.[O:40]1[CH2:41][CH2:42][CH2:43][CH2:44]1>>[CH2:1]([NH2:2])[c:3]1[cH:4][cH:5][c:6]([CH:9]2[CH:10]([O:22][CH2:23][c:24]3[cH:25][c:26]4[cH:27][cH:28][cH:29][cH:30][c:31]4[cH:32][cH:33]3)[CH2:11][N:12]([C:15](=[O:16])[O:17][C:18]([CH3:19])([CH3:20])[CH3:21])[CH2:13][CH2:14]2)[cH:7][cH:8]1. The reactants are C#CCO[Si](c1ccccc1)(c1ccccc1)C(C)(C)C, CCNCC, CCOC(C)=O, [Cu]I, O=S(=O)(Oc1ccc2ncc3c(c2c1)CCCC3)C(F)(F)F. The product is CC(C)(C)[Si](OCC#Cc1ccc2ncc3c(c2c1)CCCC3)(c1ccccc1)c1ccccc1. Reaction SMILES: [C:23]([CH3:24])([CH3:25])([CH3:26])[Si:27]([O:28][CH2:29][C:30]#[CH:31])([c:32]1[cH:33][cH:34][cH:35][cH:36][cH:37]1)[c:38]1[cH:39][cH:40][cH:41][cH:42][cH:43]1.[CH2:44]([NH:45][CH2:46][CH3:47])[CH3:48].[CH3:49][CH2:50][O:51][C:52](=[O:53])[CH3:54].[Cu:55][I:56].[F:1][C:2]([F:3])([F:4])[S:5]([O:6][c:7]1[cH:8][c:9]2[c:10]3[c:15]([cH:16][n:17][c:18]2[cH:19][cH:20]1)[CH2:14][CH2:13][CH2:12][CH2:11]3)(=[O:21])=[O:22]>>[c:7]1([C:31]#[C:30][CH2:29][O:28][Si:27]([C:23]([CH3:24])([CH3:25])[CH3:26])([c:32]2[cH:33][cH:34][cH:35][cH:36][cH:37]2)[c:38]2[cH:39][cH:40][cH:41][cH:42][cH:43]2)[cH:8][c:9]2[c:10]3[c:15]([cH:16][n:17][c:18]2[cH:19][cH:20]1)[CH2:14][CH2:13][CH2:12][CH2:11]3. The reactants are O=C(c1ncc[nH]1)c1ncc[nH]1, CCN(C(C)C)C(C)C, Clc1ccc(C2CCNCC2)cc1, Nc1ccc(O)cc1, CN(C)C=O, O. Yields the product O=C(Nc1ccc(O)cc1)N1CCC(c2ccc(Cl)cc2)CC1. RXN SMILES: [C:1](=[O:2])([c:3]1[nH:4][cH:5][cH:6][n:7]1)[c:8]1[nH:9][cH:10][cH:11][n:12]1.[CH:34]([N:35]([CH2:36][CH3:37])[CH:38]([CH3:39])[CH3:40])([CH3:41])[CH3:42].[Cl:21][c:22]1[cH:23][cH:24][c:25]([CH:28]2[CH2:29][CH2:30][NH:31][CH2:32][CH2:33]2)[cH:26][cH:27]1.[NH2:13][c:14]1[cH:15][cH:16][c:17]([OH:18])[cH:19][cH:20]1.[O:43]=[CH:44][N:45]([CH3:46])[CH3:47].[OH2:48]>>[C:1](=[O:2])([NH:13][c:14]1[cH:15][cH:16][c:17]([OH:18])[cH:19][cH:20]1)[N:31]1[CH2:30][CH2:29][CH:28]([c:25]2[cH:24][cH:23][c:22]([Cl:21])[cH:27][cH:26]2)[CH2:33][CH2:32]1. The reactants are BrCC1=CC=2C(=NON2)C=C1 (5-(bromomethyl)-2,1,3-benzooxadiazole), 5,6-dihydrospiro[benzo[1,2-b:5,4-b′]difuran-3,3′-indol]-2″(1′H)-one, BrCC1OCCCC1 (2-(bromomethyl)tetrahydro-2H-pyran), N1C(C2(C3=CC=CC=C13)COC1=CC3=C(OCCO3)C=C12)=O (2,3-dihydrospiro[furo[2,3-g][1,4]benzodioxine-8,3′-indol]-2′(1′H)-one). The product is N=1ON=C2C1C=CC(=C2)CN2C(C1(C3=CC=CC=C23)COC2=CC3=C(OCCO3)C=C21)=O (1′-(2,1,3-benzoxadiazol-5-ylmethyl)-2,3-dihydrospiro[furo[2,3-g][1,4]benzodioxine-8,3′-indol]-2′(1′H)-one). As a reaction SMILES: Br[CH2:2][C:3]1[CH:11]=[CH:10][C:6]2=[N:7][O:8][N:9]=[C:5]2[CH:4]=1.BrCC1CCCCO1.[NH:20]1[C:28]2[C:23](=[CH:24][CH:25]=[CH:26][CH:27]=2)[C:22]2([C:40]3[C:31](=[CH:32][C:33]4[O:38][CH2:37][CH2:36][O:35][C:34]=4[CH:39]=3)[O:30][CH2:29]2)[C:21]1=[O:41]>>[N:7]1[O:8][N:9]=[C:5]2[CH:4]=[C:3]([CH2:2][N:20]3[C:28]4[C:23](=[CH:24][CH:25]=[CH:26][CH:27]=4)[C:22]4([C:40]5[C:31](=[CH:32][C:33]6[O:38][CH2:37][CH2:36][O:35][C:34]=6[CH:39]=5)[O:30][CH2:29]4)[C:21]3=[O:41])[CH:11]=[CH:10][C:6]=12. Reported procedure: Following the procedure as described in EXAMPLE 4 and making non-critical variations using 5-(bromomethyl)-2,1,3-benzooxadiazole to replace 2-(bromomethyl)tetrahydro-2H-pyran, and 2,3-dihydrospiro[furo[2,3-g][1,4]benzodioxine-8,3′-indol]-2′(1′H)-one to replace 5,6-dihydrospiro[benzo[1,2-b:5,4-b′]difuran-3,3′-indol]-2″(1′H)-one, 1′-(2,1,3-benzoxadiazol-5-ylmethyl)-2,3-dihydrospiro[furo[2,3-g][1,4]benzodioxine-8,3′-indol]-2′(1′H)-one was obtained (44%) as a colorless solid: mp 164-166° C.; 1H NMR ...